Dataset: the Open Reaction Database (ORD), a public repository of structured organic reaction records. Task: describe an organic reaction: reactants, conditions, products, and yield Reactants: BrN1C(CCC1=O)=O (N-bromosuccinimide), ClC1=C(C=C(OC(C(CCC=C)(C)O)(C)C)C=C1)C (6-(4-chloro-3-methylphenoxy)-5-hydroxy-5,6,6-trimethyl-1-hexene). Solvent: C(Cl)(Cl)Cl (chloroform). Product: BrCC1OC(CC1)(C)C(C)(C)OC1=CC(=C(C=C1)Cl)C (2-bromomethyl-5-[2-(4-chloro-3-methylphenoxy)-prop-2-yl]-5-methyl-tetrahydrofuran). The yield is 86.6%. As a reaction SMILES: [Br:1]N1C(=O)CCC1=O.[Cl:9][C:10]1[CH:26]=[CH:25][C:13]([O:14][C:15]([CH3:24])([CH3:23])[C:16]([OH:22])([CH3:21])[CH2:17][CH2:18][CH:19]=[CH2:20])=[CH:12][C:11]=1[CH3:27]>C(Cl)(Cl)Cl>[Br:1][CH2:20][CH:19]1[CH2:18][CH2:17][C:16]([C:15]([O:14][C:13]2[CH:25]=[CH:26][C:10]([Cl:9])=[C:11]([CH3:27])[CH:12]=2)([CH3:23])[CH3:24])([CH3:21])[O:22]1. Reported procedure: 60 g (0.37 mol) of N-bromosuccinimide are added in portions to 88.8 g (0.3 mol) of 6-(4-chloro-3-methylphenoxy)-5-hydroxy-5,6,6-trimethyl-1-hexene in 600 ml of absolute chloroform, while stirring and cooling, so that the reaction temperature does not exceed 40° C. When the addition has ended, the mixture is stirred at room temperature for a further 14 hours and then washed twice with water and dried over sodium sulphate and the solvent is removed in vacuo. 94 g (82% of theory) of 2-bromomethyl-5... The reactants are O (Water), C([O-])(O)=O.[Na+] (sodium bicarbonate), [BH4-].[Na+] (Sodium borohydride), NC=1SC=C(C1C(=O)OCC)C(=O)OCC (diethyl 2-aminothiophene-3,4-dicarboxyate), [BH4-].[Na+] (sodium borohydride). Run in C(C(C)C)(=O)O (isobutyric acid). Conditions: time 16 hour. The product is CC(CNC=1SC=C(C1C(=O)OCC)C(=O)OCC)C (Diethyl 2-[(2-methylpropyl)amino]thiophene-3,4-dicarboxyate). Yield: 172.4%. Reaction SMILES: [BH4-].[Na+].[NH2:3][C:4]1[S:5][CH:6]=[C:7]([C:14]([O:16][CH2:17][CH3:18])=[O:15])[C:8]=1[C:9]([O:11][CH2:12][CH3:13])=[O:10].O.C(=O)(O)[O-].[Na+]>C(O)(=O)C(C)C>[CH3:6][CH:7]([CH3:14])[CH2:8][NH:3][C:4]1[S:5][CH:6]=[C:7]([C:14]([O:16][CH2:17][CH3:18])=[O:15])[C:8]=1[C:9]([O:11][CH2:12][CH3:13])=[O:10] |f:0.1,4.5|. Procedure: Sodium borohydride (18 g) was added portionwise over 5 hours to a stirred suspension of diethyl 2-aminothiophene-3,4-dicarboxyate (33 g) in isobutyric acid (300 ml) at room temperature. The mixture was stirred for 16 hours then further sodium borohydride (4 g) was added and stirring was continued for 5 hours. Water (1.51) was added, the mixture was neutralised by addition of solid sodium bicarbonate and then extracted with ether (3×500 ml). The organic extracts were dried over anhydrous magnesiu...